From a dataset of the Open Reaction Database (ORD), a public repository of structured organic reaction records. describe an organic reaction: reactants, conditions, products, and yield Starting materials: O=C([O-])[O-], Clc1cnccn1, [Cs+], [Cs+], CN(C)C=O, CCOC(=O)CC1OB(O)c2cc(O)cc(OC)c21. RXN SMILES: [C:20](=[O:21])([O-:22])[O-:23].[Cl:26][c:27]1[n:28][cH:29][cH:30][n:31][cH:32]1.[Cs+:24].[Cs+:25].[O:33]=[CH:34][N:35]([CH3:36])[CH3:37].[OH:1][B:2]1[O:3][CH:4]([CH2:14][C:15](=[O:16])[O:17][CH2:18][CH3:19])[c:5]2[c:6]1[cH:7][c:8]([OH:13])[cH:9][c:10]2[O:11][CH3:12]>>[OH:1][B:2]1[O:3][CH:4]([CH2:14][C:15](=[O:16])[O:17][CH2:18][CH3:19])[c:5]2[c:6]1[cH:7][c:8]([O:13][c:27]1[n:28][cH:29][cH:30][n:31][cH:32]1)[cH:9][c:10]2[O:11][CH3:12]. Yields the product CCOC(=O)CC1OB(O)c2cc(Oc3cnccn3)cc(OC)c21. Starting materials: [N+](=O)([O-])C=1C=C(C=CC1)NC1=C(C=O)C=CC=N1 (2-(3-nitrophenylamino)nicotinaldehyde), N1=CC(=CC=C1)CCC(=O)OCC (ethyl 3-(pyridin-3-yl)propionate), [Li+].CC(C)[N-]C(C)C (LDA). Run in CN(C)C=O (DMF). Product: [N+](=O)([O-])C=1C=C(C=CC1)N1C(C(=CC2=CC=CN=C12)CC=1C=NC=CC1)=O (1-(3-nitrophenyl)-3-(pyridin-3-ylmethyl)-1,8-naphthyridin-2(1H)-one). Reaction SMILES: [N+:1]([C:4]1[CH:5]=[C:6]([NH:10][C:11]2[N:18]=[CH:17][CH:16]=[CH:15][C:12]=2[CH:13]=O)[CH:7]=[CH:8][CH:9]=1)([O-:3])=[O:2].[N:19]1[CH:24]=[CH:23][CH:22]=[C:21]([CH2:25][CH2:26][C:27](OCC)=[O:28])[CH:20]=1.[Li+].CC([N-]C(C)C)C>CN(C=O)C>[N+:1]([C:4]1[CH:5]=[C:6]([N:10]2[C:11]3[C:12](=[CH:15][CH:16]=[CH:17][N:18]=3)[CH:13]=[C:26]([CH2:25][C:21]3[CH:20]=[N:19][CH:24]=[CH:23][CH:22]=3)[C:27]2=[O:28])[CH:7]=[CH:8][CH:9]=1)([O-:3])=[O:2] |f:2.3|. Procedure details: The procedure of Example 1 was repeated using 2-(3-nitrophenylamino)nicotinaldehyde (1.0 eq.), ethyl 3-(pyridin-3-yl)propionate (1.2 eq., prepared in Synthetic Example 5) and LDA (1.5 eq.) to obtain 1-(3-nitrophenyl)-3-(pyridin-3-ylmethyl)-1,8-naphthyridin-2(1H)-one, mp 226 to 227° C./DMF.